describe an organic reaction: reactants, conditions, products, and yield From a dataset of the Open Reaction Database (ORD), a public repository of structured organic reaction records. The reactants are solution, FC1=CC2=CC=C(C=C2C=C1)OC (2-fluoro-6-methoxynapthalene). The solvent is ClCCl (dichloromethane), ClCCl (dichloromethane). Reaction conditions: temperature 0 celsius, time 15 minute. Product: FC=1C=C2C=CC(=CC2=CC1)O (6-fluoro-napth-2-ol). The yield is 103.6%. Reaction SMILES: [F:1][C:2]1[CH:11]=[CH:10][C:9]2[C:4](=[CH:5][CH:6]=[C:7]([O:12]C)[CH:8]=2)[CH:3]=1>ClCCl>[F:1][C:2]1[CH:3]=[C:4]2[C:9](=[CH:10][CH:11]=1)[CH:8]=[C:7]([OH:12])[CH:6]=[CH:5]2. Procedure: A flask was charged with 2-fluoro-6-methoxynapthalene (3.80 g, 21.6 mmol) and dichloromethane (86 mL) and cooled to 0° C. in an icebath under a flow of nitrogen. A solution of borontribromide (26 mL of a 1M solution in dichloromethane, 25.9 mmol) was added via cannula. The reaction solution was stirred 15 minutes at 0° C., the cooling bath was removed and the reaction was stirred for 1.5 h at ambient temperature. The reaction was quenched by slowly adding excess 10% aqueous hydrochloric acid. Th... Starting materials: N1C(=NC2=C1C=CC=C2)C=2C(=NON2)NCCC(=O)OC (4-(1H-benzimidazol-2-yl)-furazan-3-yl-N-(2-methoxycarbonylethyl)-amine), C([O-])([O-])=O.[K+].[K+] (potassium carbonate), ClC1=CC=C(C(CBr)=O)C=C1 (4-chlorophenacyl bromide). Run in CN(C)C=O (DMF), C(C)(=O)OCC (ethyl acetate). Run at time 16 hour. Yields the product ClC1=CC=C(C(CN2C(=NC3=C2C=CC=C3)C=3C(=NON3)NCCC(=O)OC)=O)C=C1 (4-[1-(4-Chlorophenacyl)-1H-benzimidazol-2-yl]-furazan-3-yl-N-(2-methoxycarbonylethyl)-amine). Reaction SMILES: [NH:1]1[C:5]2[CH:6]=[CH:7][CH:8]=[CH:9][C:4]=2[N:3]=[C:2]1[C:10]1[C:11]([NH:15][CH2:16][CH2:17][C:18]([O:20][CH3:21])=[O:19])=[N:12][O:13][N:14]=1.C(=O)([O-])[O-].[K+].[K+].[Cl:28][C:29]1[CH:38]=[CH:37][C:32]([C:33](=[O:36])[CH2:34]Br)=[CH:31][CH:30]=1>CN(C=O)C.C(OCC)(=O)C>[Cl:28][C:29]1[CH:38]=[CH:37][C:32]([C:33](=[O:36])[CH2:34][N:3]2[C:4]3[CH:9]=[CH:8][CH:7]=[CH:6][C:5]=3[N:1]=[C:2]2[C:10]2[C:11]([NH:15][CH2:16][CH2:17][C:18]([O:20][CH3:21])=[O:19])=[N:12][O:13][N:14]=2)=[CH:31][CH:30]=1 |f:1.2.3|. Procedure details: A suspension of 4-(1H-benzimidazol-2-yl)-furazan-3-yl-N-(2-methoxycarbonylethyl)-amine (0.052 g, 0.181 mmol), potassium carbonate (0.062 g, 0.452 mmol) and 4-chlorophenacyl bromide (0.047 g, 0.199 mmol) in DMF (5 ml) is stirred at room temperature for 16 hours. The reaction mixture is diluted with ethyl acetate, washed with water and dried over sodium sulphate. Filtration of the sodium sulphate, concentration of the filtrate under reduced pressure and chromatography of the residue on silicagel u... Starting materials: C(CCCCC)(=O)CC(=O)OCCC#N (2-cyanoethyl hexanoylacetate), [N+](=O)([O-])C1=CC=C(C=O)C=C1 (4-nitrobenzaldehyde), N1CCCCC1 (piperidine), C(C)(=O)O (acetic acid). Run in CC(C)O (2-propanol). Conditions: time 48 hour. The product is C(#N)CCOC(C(C(CCCCC)=O)=CC1=CC=C(C=C1)[N+](=O)[O-])=O (2-[(4-nitrophenyl)methylene]-3-oxooctanoic acid 2-cyanoethyl ester), powder. The yield is 73.0%. As a reaction SMILES: [C:1]([CH2:8][C:9]([O:11][CH2:12][CH2:13][C:14]#[N:15])=[O:10])(=[O:7])[CH2:2][CH2:3][CH2:4][CH2:5][CH3:6].[N+:16]([C:19]1[CH:26]=[CH:25][C:22]([CH:23]=O)=[CH:21][CH:20]=1)([O-:18])=[O:17].N1CCCCC1.C(O)(=O)C>CC(O)C>[C:14]([CH2:13][CH2:12][O:11][C:9](=[O:10])[C:8](=[CH:23][C:22]1[CH:25]=[CH:26][C:19]([N+:16]([O-:18])=[O:17])=[CH:20][CH:21]=1)[C:1](=[O:7])[CH2:2][CH2:3][CH2:4][CH2:5][CH3:6])#[N:15]. Procedure details: A mixture of 2-cyanoethyl hexanoylacetate (21.1 g, 100 mmol), 4-nitrobenzaldehyde (16.6 g, 110 mmol), piperidine (430 mg, 5.00 mmol) and acetic acid (300 mg, 5.00 mmol) in 350 ml of 2-propanol was stirred at room temperature for 48 hrs. The resulting white precipitate was filtered and dried in the air. The product, 2-[(4-nitrophenyl)methylene]-3-oxooctanoic acid 2-cyanoethyl ester was obtained as a white powder (25.2 g, 73% yield). Starting materials: CuBr, [NH4+].[Cl-] (NH4Cl), O=C1CCN(C=C1)C(=O)OCC1=CC=CC=C1 (benzyl 4-oxo-3,4-dihydropyridine-1(2H)-carboxylate), ClC1=CC=C(C=C1)[Mg]Br (4-Chlorophenylmagnesium bromide), [B-]([O+](C)C)(F)(F)F (Boron trifluoride dimethyl etherate), [NH4+].[OH-] (NH4OH). The solvent is C1CCOC1 (THF), C1CCOC1 (THF), CCOC(=O)C (EtOAc). Reaction conditions: temperature -78 celsius, time 1 hour. Product: ClC1=CC=C(C=C1)C1N(CCC(C1)=O)C(=O)OCC1=CC=CC=C1 (benzyl 2-(4-chlorophenyl)-4-oxopiperidine-1-carboxylate). RXN SMILES: [Cl:1][C:2]1[CH:7]=[CH:6][C:5]([Mg]Br)=[CH:4][CH:3]=1.[B-](F)(F)(F)[O+](C)C.[O:17]=[C:18]1[CH:23]=[CH:22][N:21]([C:24]([O:26][CH2:27][C:28]2[CH:33]=[CH:32][CH:31]=[CH:30][CH:29]=2)=[O:25])[CH2:20][CH2:19]1.[NH4+].[Cl-].[NH4+].[OH-]>C1COCC1.CCOC(C)=O>[Cl:1][C:2]1[CH:7]=[CH:6][C:5]([CH:22]2[CH2:23][C:18](=[O:17])[CH2:19][CH2:20][N:21]2[C:24]([O:26][CH2:27][C:28]2[CH:33]=[CH:32][CH:31]=[CH:30][CH:29]=2)=[O:25])=[CH:4][CH:3]=1 |f:3.4,5.6|. Reported procedure: CuBr.SMe2 complex (1.49 g, 7.26 mmol) was added to 25 mL of anhydrous THF and cooled to −78° C. 4-Chlorophenylmagnesium bromide (7.26 mL, 1.0 M in THF, 7.26 mmol) was added slowly via syringe. Stirring at −78° C. for 1 hour produced an orange then green-like suspension. Boron trifluoride dimethyl etherate (0.92 mL, 7.26 mmol) was added and stirred for 5 minutes. To the newly formed complex was then added over 1 hour a solution of the compound 66 (1.0 g, 4.32 mmol) in 15 mL of anhydrous THF. Afte... Reactants: ClC=1C=C2C(=CNC2=CC1)CCNC(C1=CC(=CC=C1)CCl)=O (N-(2-(5-chloro-1H-indol-3-yl)ethyl)-3-(chloromethyl)benzamide), S1C(=CC=C1)CN (thiophen-2-ylmethanamine), [I-].[Na+] (sodium iodide). Solvent: C1CCOC1 (THF). Yields the product eluent, ClC=1C=C2C(=CNC2=CC1)CCNC(C1=CC(=CC=C1)CNCC=1SC=CC1)=O (N-(2-(5-Chloro-1H-indol-3-yl)ethyl)-3-((thiophen-2-ylmethylamino)methyl)benzamide). Yield: 73.7%. As a reaction SMILES: [Cl:1][C:2]1[CH:3]=[C:4]2[C:8](=[CH:9][CH:10]=1)[NH:7][CH:6]=[C:5]2[CH2:11][CH2:12][NH:13][C:14](=[O:23])[C:15]1[CH:20]=[CH:19][CH:18]=[C:17]([CH2:21]Cl)[CH:16]=1.[S:24]1[CH:28]=[CH:27][CH:26]=[C:25]1[CH2:29][NH2:30].[I-].[Na+]>C1COCC1>[Cl:1][C:2]1[CH:3]=[C:4]2[C:8](=[CH:9][CH:10]=1)[NH:7][CH:6]=[C:5]2[CH2:11][CH2:12][NH:13][C:14](=[O:23])[C:15]1[CH:20]=[CH:19][CH:18]=[C:17]([CH2:21][NH:30][CH2:29][C:25]2[S:24][CH:28]=[CH:27][CH:26]=2)[CH:16]=1 |f:2.3|. Procedure details: N-(2-(5-Chloro-1H-indol-3-yl)ethyl)-3-((thiophen-2-ylmethylamino)methyl)benzamide was prepared following Method C starting from N-(2-(5-chloro-1H-indol-3-yl)ethyl)-3-(chloromethyl)benzamide (0.050 g; 0.144 mmol), thiophen-2-ylmethanamine (0.051 mL; 0.5 mmol), and sodium iodide (0.015 g; 0.1 mmol) in THF (3 mL), under a microwave irradiation at 150° C. for 10 minutes. Flash chromatography on silica gel (eluent 0 to 10% methanol in dichloromethane) furnished 0.045 g (73%) of the title compound as ... Reactants: CN(C=CC(=O)C1=CC(=C(OCC2(CC2)NC(=O)OCC2=CC=CC=C2)C=C1[N+](=O)[O-])OC)C (1-[(4-(3-dimethylaminopropenoyl)-2-methoxy-5-nitrophenoxy)methyl]-N-benzyloxycarbonyl-1-aminocyclopropane). Reagents/catalysts: [Fe] (iron). Run in CC(=O)O (AcOH), CCOC(=O)C (AcOEt). Reaction conditions: temperature 80 celsius, time 2 hour. Product: OC1=CC=NC2=CC(=C(C=C12)OC)OCC1(CC1)NC(=O)OCC1=CC=CC=C1 (1-[(4-hydroxy-6-methoxyquinolin-7-yloxy)methyl]-N-benzyloxycarbonyl-1-aminocyclopropane). Yield: 95.1%. RXN SMILES: CN(C)[CH:3]=[CH:4][C:5]([C:7]1[C:28]([N+:29]([O-])=O)=[CH:27][C:10]([O:11][CH2:12][C:13]2([NH:16][C:17]([O:19][CH2:20][C:21]3[CH:26]=[CH:25][CH:24]=[CH:23][CH:22]=3)=[O:18])[CH2:15][CH2:14]2)=[C:9]([O:32][CH3:33])[CH:8]=1)=[O:6]>CC(O)=O.CCOC(C)=O.[Fe]>[OH:6][C:5]1[C:7]2[C:28](=[CH:27][C:10]([O:11][CH2:12][C:13]3([NH:16][C:17]([O:19][CH2:20][C:21]4[CH:26]=[CH:25][CH:24]=[CH:23][CH:22]=4)=[O:18])[CH2:14][CH2:15]3)=[C:9]([O:32][CH3:33])[CH:8]=2)[N:29]=[CH:3][CH:4]=1. Reported procedure: A mixture of the compound of Example 3 (1.5 g, 3.2 mmol) and powder iron (1.8 g, 32 mmol) in AcOH (15 mL) was stirred a 80° C. for 2 h. The reaction mixture was cooled at room temperature, diluted with AcOEt (150 mL), filtered and washed with 50 ml of AcOEt. The filtration liquors were combined, washed with water (2×100 mL) and an NaHCO3 saturated solution (2×100 mL), dried and evaporated to give 1-[(4-hydroxy-6-methoxyquinolin-7-yloxy)methyl]-N-benzyloxycarbonyl-1-aminocyclopropane (1.2 g, yiel... Reactants: C(O)(O)=O.NC(=N)N (guanidine carbonate), C[O-].[Na+] (sodium methoxide), ClC1=CC2=C(C(C(C[N+](=C2C2=C(C=CC=C2)F)[O-])=CN(C)C)=O)C=C1 (8-chloro-1-(2-fluorophenyl)-3,4-dihydro-4-[(dimethylamino)methylene]-5H-2-benzazepin-5-one-2-oxide). The solvent is O (water), CO (methanol), CO (methanol). The product is NC=1N=CC=2C[N+](=C(C3=C(C2N1)C=CC(=C3)Cl)C3=C(C=CC=C3)F)[O-] (2-Amino-9-chloro-7-(2-fluorophenyl)-5H-pyrimido[5,4-d][2]benzazepine-6-oxid). Reaction SMILES: C(=O)(O)O.[NH2:5][C:6]([NH2:8])=[NH:7].C[O-].[Na+].[Cl:12][C:13]1[CH:36]=[CH:35][C:16]2[C:17](=O)[C:18](=[CH:30]N(C)C)[CH2:19][N+:20]([O-:29])=[C:21]([C:22]3[CH:27]=[CH:26][CH:25]=[CH:24][C:23]=3[F:28])[C:15]=2[CH:14]=1>CO.O>[NH2:7][C:6]1[N:8]=[CH:30][C:18]2[CH2:19][N+:20]([O-:29])=[C:21]([C:22]3[CH:27]=[CH:26][CH:25]=[CH:24][C:23]=3[F:28])[C:15]3[CH:14]=[C:13]([Cl:12])[CH:36]=[CH:35][C:16]=3[C:17]=2[N:5]=1 |f:0.1,2.3|. Procedure: In two equal portions 28 g (150 mmole) of guanidine carbonate and 38 ml (150 mmole) of a 4.09M methanol solution of sodium methoxide was added over a 2 hr period to a solution of 7.0 g (20 mmole) of 8-chloro-1-(2-fluorophenyl)-3,4-dihydro-4-[(dimethylamino)methylene]-5H-2-benzazepin-5-one-2-oxide in 210 ml of methanol. The mixure was diluted with water and extracted with methylene chloride. The methylene chloride solution was dried over anhydrous sodium sulfate and concentrated at reduced pressu... The reactants are Cl.ClC1=C(CNC(CC=2SC=CC2)C)C=CC=C1 (N-2-chlorobenzyl-1-methyl-2-(2-thienyl)ethylamine HCl), Cl (Hydrochloric acid), O1COCC1 (1,3-dioxolane). Reaction conditions: time 6 hour. Product: Cl.ClC1=C(CN2CC3=C(CC2C)SC=C3)C=CC=C1 (5-(2-chlorobenzyl)-6-methyl-4,5,6,7-tetrahydro-thieno[3,2-c]pyridine HCl). The yield is 63.0%. RXN SMILES: Cl.[Cl:2][C:3]1[CH:18]=[CH:17][CH:16]=[CH:15][C:4]=1[CH2:5][NH:6][CH:7]([CH3:14])[CH2:8][C:9]1[S:10][CH:11]=[CH:12][CH:13]=1.Cl.O1CCO[CH2:21]1>>[ClH:2].[Cl:2][C:3]1[CH:18]=[CH:17][CH:16]=[CH:15][C:4]=1[CH2:5][N:6]1[CH:7]([CH3:14])[CH2:8][C:9]2[S:10][CH:11]=[CH:12][C:13]=2[CH2:21]1 |f:0.1,4.5|. Procedure: N-2-chlorobenzyl-1-methyl-2-(2-thienyl)ethylamine HCl (16.4 g) is suspended in 50 ml of 1,3-dioxolane. Hydrochloric acid (37% concentration) (0.2 ml) is added and the temperature of the reaction mixture is brought to 80° C. for 6 hours. When the reaction is complete, the mixture is cooled to room temperature, and the precipitation of the product is completed by adding 50 ml of ethyl acetate. The crystalline product is filtered, washed with ethyl acetate and dried under vacuum at 60° C. 5-(2-chlo... The reactants are CC1=C(N=C(O1)C1=CC=CC=C1)CCOC1=CC=C(CC(C(=O)OC)C(=O)OC)C=C1 (Dimethyl 2-[4-[2-(5-methyl-2-phenyl-4-oxazolyl)ethoxy]benzyl]malonate), [OH-].[Na+] (sodium hydroxide). The solvent is O1CCCC1 (tetrahydrofuran), CO (methanol). Conditions: time 68 hour. Yields the product CC1=C(N=C(O1)C1=CC=CC=C1)CCOC1=CC=C(CC(C(=O)O)C(=O)O)C=C1 (2-[4-[2-(5-Methyl-2-phenyl-4-oxazolyl)ethoxy]benzyl]malonic acid). Isolated yield 53.4%. As a reaction SMILES: [CH3:1][C:2]1[O:6][C:5]([C:7]2[CH:12]=[CH:11][CH:10]=[CH:9][CH:8]=2)=[N:4][C:3]=1[CH2:13][CH2:14][O:15][C:16]1[CH:31]=[CH:30][C:19]([CH2:20][CH:21]([C:26]([O:28]C)=[O:27])[C:22]([O:24]C)=[O:23])=[CH:18][CH:17]=1.[OH-].[Na+]>CO.O1CCCC1>[CH3:1][C:2]1[O:6][C:5]([C:7]2[CH:8]=[CH:9][CH:10]=[CH:11][CH:12]=2)=[N:4][C:3]=1[CH2:13][CH2:14][O:15][C:16]1[CH:17]=[CH:18][C:19]([CH2:20][CH:21]([C:26]([OH:28])=[O:27])[C:22]([OH:24])=[O:23])=[CH:30][CH:31]=1 |f:1.2|. Procedure details: Dimethyl 2-[4-[2-(5-methyl-2-phenyl-4-oxazolyl)ethoxy]benzyl]malonate (6.00 g, 14.2 mmol) synthesized according to the method described in WO95/18125 was dissolved in methanol (60 ml) and tetrahydrofuran (30 ml). 2N Aqueous sodium hydroxide solution (17.7 ml, 35.5 mmol) was added at room temperature. The mixture was stirred for 68 hr and the solvent was evaporated. Water (100 ml) was added to the residue and acidified with 1N hydrochloric acid. The precipitated white solid was collected by filtr...